From a dataset of the Open Reaction Database (ORD), a public repository of structured organic reaction records. describe an organic reaction: reactants, conditions, products, and yield Reactants: OC1=CC=C(C#N)C=C1 (4-Hydroxy-benzonitrile), C1(=CC=CC=C1)P(C1=CC=CC=C1)C1=CC=CC=C1 (triphenylphosphine), CCOC(=O)/N=N/C(=O)OCC (diethylazodicarboxylate), C(C)C1=NNC(=C1OC=1C=C(C#N)C=C(C1)F)CCO (3-{[3-Ethyl-5-(2-hydroxyethyl)-1H-pyrazol-4-yl]oxy}-5-fluorobenzonitrile). RXN SMILES: [OH:1][C:2]1[CH:9]=[CH:8][C:5]([C:6]#[N:7])=[CH:4][CH:3]=1.C1(P(C2C=CC=CC=2)C2C=CC=CC=2)C=CC=CC=1.CCOC(/N=N/C(OCC)=O)=O.[CH2:41]([C:43]1[C:47]([O:48][C:49]2[CH:50]=[C:51]([CH:54]=[C:55]([F:57])[CH:56]=2)[C:52]#[N:53])=[C:46]([CH2:58][CH2:59]O)[NH:45][N:44]=1)[CH3:42]>O1CCCC1>[C:6]([C:5]1[CH:8]=[CH:9][C:2]([O:1][CH2:42][CH2:41][C:43]2[NH:44][N:45]=[C:46]([CH2:58][CH3:59])[C:47]=2[O:48][C:49]2[CH:50]=[C:51]([CH:54]=[C:55]([F:57])[CH:56]=2)[C:52]#[N:53])=[CH:3][CH:4]=1)#[N:7]. Reaction conditions: time 18 hour. The solvent is O1CCCC1 (tetrahydrofuran). Reported procedure: 4-Hydroxy-benzonitrile (49 mg, 0.41 mmol), triphenylphosphine (106 mg, 0.41 mmol) and diethylazodicarboxylate (65 μl, 0.41 mmol) were added sequentially to a solution of the alcohol from Example 148 (74 mg, 0.27 mmol) in tetrahydrofuran (2 ml) under nitrogen at 0° C. The reaction was allowed to warm to room temperature and was stirred for 18 hours. The mixture was concentrated under reduced pressure and purified by flash chromatography on silica gel eluting with toluene:ethyl acetate (75:25, by ... The yield is 49.2%. Product: C(#N)C1=CC=C(OCCC2=C(C(=NN2)CC)OC=2C=C(C#N)C=C(C2)F)C=C1 (3-({5-[2-(4-Cyanophenoxy)ethyl]-3-ethyl-1H-pyrazol-4-yl}oxy)-5-fluorobenzonitrile). Starting materials: [Si](C)(C)(C(C)(C)C)OCC1=CC2=C(C=N1)N=CN2C2=CC(=C(S2)C(=O)OC)O (methyl 5-[6-({[tert-butyl(dimethyl)silyl]oxy}methyl)-1H-imidazo[4,5-c]pyridin-1-yl]-3-hydroxythiophene-2-carboxylate), N(=NC(=O)OC(C)(C)C)C(=O)OC(C)(C)C (di-tert-butyl azodicarboxylate), FC(OC1=C(C=CC=C1)C(C)O)F (1-[2-(difluoromethoxy)phenyl]ethanol), C1(=CC=CC=C1)P(C1=CC=CC=C1)C1=CC=CC=C1 (triphenylphosphine). Solvent: ClCCl (dichloromethane). Product: [Si](C)(C)(C(C)(C)C)OCC1=CC2=C(C=N1)N=CN2C2=CC(=C(S2)C(=O)OC)OC(C)C2=C(C=CC=C2)OC(F)F (Methyl 5-[6-({[tert-butyl(dimethyl)silyl]oxy}methyl)-1H-imidazo[4,5-c]pyridin-1-yl]-3-{-1-[2-(difluoromethoxy)phenyl]ethoxy}thiophene-2-carboxylate). RXN SMILES: [Si:1]([O:8][CH2:9][C:10]1[N:15]=[CH:14][C:13]2[N:16]=[CH:17][N:18]([C:19]3[S:23][C:22]([C:24]([O:26][CH3:27])=[O:25])=[C:21]([OH:28])[CH:20]=3)[C:12]=2[CH:11]=1)([C:4]([CH3:7])([CH3:6])[CH3:5])([CH3:3])[CH3:2].[F:29][CH:30]([F:41])[O:31][C:32]1[CH:37]=[CH:36][CH:35]=[CH:34][C:33]=1[CH:38](O)[CH3:39].C1(P(C2C=CC=CC=2)C2C=CC=CC=2)C=CC=CC=1.N(C(OC(C)(C)C)=O)=NC(OC(C)(C)C)=O>ClCCl>[Si:1]([O:8][CH2:9][C:10]1[N:15]=[CH:14][C:13]2[N:16]=[CH:17][N:18]([C:19]3[S:23][C:22]([C:24]([O:26][CH3:27])=[O:25])=[C:21]([O:28][CH:38]([C:33]4[CH:34]=[CH:35][CH:36]=[CH:37][C:32]=4[O:31][CH:30]([F:29])[F:41])[CH3:39])[CH:20]=3)[C:12]=2[CH:11]=1)([C:4]([CH3:5])([CH3:6])[CH3:7])([CH3:2])[CH3:3]. Procedure: In a similar manner as described for example B31, 2.1 g of methyl 5-[6-({[tert-butyl(dimethyl)silyl]oxy}methyl)-1H-imidazo[4,5-c]pyridin-1-yl]-3-hydroxythiophene-2-carboxylate, 1.41 g of 1-[2-(difluoromethoxy)phenyl]ethanol, 3.33 g of triphenylphosphine (polymer bound, ˜3 mmol/g) and 2.3 g of di-tert-butyl azodicarboxylate in 60 ml anhydrous dichloromethane yield the title compound.